Dataset: the Open Reaction Database (ORD), a public repository of structured organic reaction records. Task: describe an organic reaction: reactants, conditions, products, and yield Reactants: CC(=O)OCc1cc(OCc2ccc(F)cc2F)cc(=O)n1-c1cccc(C(N)=O)c1, CCOCC, O=C1CCC(=O)N1Cl, ClCCl, O=C(O)C(Cl)Cl. Yields the product CC(=O)OCc1cc(OCc2ccc(F)cc2F)c(Cl)c(=O)n1-c1cccc(C(N)=O)c1. RXN SMILES: [C:1]([CH3:2])(=[O:3])[O:4][CH2:5][c:6]1[n:7](-[c:23]2[cH:24][c:25]([C:29](=[O:30])[NH2:31])[cH:26][cH:27][cH:28]2)[c:8](=[O:22])[cH:9][c:10]([O:12][CH2:13][c:14]2[c:15]([F:21])[cH:16][c:17]([F:20])[cH:18][cH:19]2)[cH:11]1.[CH3:49][CH2:50][O:51][CH2:52][CH3:53].[Cl:32][N:33]1[C:34](=[O:35])[CH2:36][CH2:37][C:38]1=[O:39].[Cl:46][CH2:47][Cl:48].[OH:40][C:41]([CH:42]([Cl:43])[Cl:44])=[O:45]>>[C:1]([CH3:2])(=[O:3])[O:4][CH2:5][c:6]1[n:7](-[c:23]2[cH:24][c:25]([C:29](=[O:30])[NH2:31])[cH:26][cH:27][cH:28]2)[c:8](=[O:22])[c:9]([Cl:32])[c:10]([O:12][CH2:13][c:14]2[c:15]([F:21])[cH:16][c:17]([F:20])[cH:18][cH:19]2)[cH:11]1. Reactants: OC1C(C(CCC1)O)NC(=O)[C@H](CS(=O)(=O)CC1=CC=CC=C1)NC(=O)N1CCOCC1 (morpholine-4-carboxylic acid [(R)-1-(2,6-dihydroxy-cyclohexylcarbamoyl)-2-phenylmethanesulfonyl-ethyl]-amide), CC(=O)OI1(C=2C=CC=CC2C(=O)O1)(OC(=O)C)OC(=O)C (Dess-Martin periodinane). Run in C(Cl)Cl (methylene chloride). Conditions: time 2 hour. Product: O=C1CCCC=C1NC(=O)[C@H](CS(=O)(=O)CC1=CC=CC=C1)NC(=O)N1CCOCC1 (morpholine4-carboxylic acid [(R)-1-(6-oxo-cyclohex-1-enylcarbamoyl)-2-phenylmethanesulfonyl-ethyl]-amide). The yield is 9.4%. RXN SMILES: [OH:1][CH:2]1[CH2:7][CH2:6][CH2:5][CH:4](O)[CH:3]1[NH:9][C:10]([C@@H:12]([NH:24][C:25]([N:27]1[CH2:32][CH2:31][O:30][CH2:29][CH2:28]1)=[O:26])[CH2:13][S:14]([CH2:17][C:18]1[CH:23]=[CH:22][CH:21]=[CH:20][CH:19]=1)(=[O:16])=[O:15])=[O:11].CC(OI1(OC(C)=O)(OC(C)=O)OC(=O)C2C=CC=CC1=2)=O>C(Cl)Cl>[O:1]=[C:2]1[C:3]([NH:9][C:10]([C@@H:12]([NH:24][C:25]([N:27]2[CH2:28][CH2:29][O:30][CH2:31][CH2:32]2)=[O:26])[CH2:13][S:14]([CH2:17][C:18]2[CH:23]=[CH:22][CH:21]=[CH:20][CH:19]=2)(=[O:15])=[O:16])=[O:11])=[CH:4][CH2:5][CH2:6][CH2:7]1. Procedure details: A solution of morpholine-4-carboxylic acid [(R)-1-(2,6-dihydroxy-cyclohexylcarbamoyl)-2-phenylmethanesulfonyl-ethyl]-amide (90 mg, 0.19 mmol) in methylene chloride (6 ml) was treated with Dess-Martin periodinane (162 mg, 0.38 mmol). After stirring at room temperature for 2 hours the reaction mixture was washed with a solution of Na2S2O3 in water (0.26M), then with saturated aqueous bicarbonate solution then with water, then dried over Na2SO4 and then evaporated under reduced pressure. The residu... Procedure: To N-[(3-bromophenyl)methyl]-N′-{[1,6-diethyl-4-(tetrahydro-2H-pyran-4-ylamino)-1H-pyrazolo[3,4-b]pyridin-5-yl]methyl}propanediamide (1.356 g, 2.432 mmol) was added (3-formylphenyl)boronic acid (0.401 g, 2.68 mmol) followed by K2CO3 (1.008 g, 7.30 mmol) and PdCl2(dppf) (0.071 g, 0.097 mmol) in 1,4-dioxane (14.95 mL) and water (4.98 mL). The mixture was heated under microwave for 15 min at 130° C. The solvent was removed by Glas-Col and DCM was added. The crude product was filtered through sinter... Reaction conditions: temperature 130 celsius. Product: C(C)N1N=CC=2C1=NC(=C(C2NC2CCOCC2)CNC(CC(=O)NCC=2C=C(C=CC2)C2=CC(=CC=C2)C=O)=O)CC (N-{[1,6-diethyl-4-(tetrahydro-2H-pyran-4-ylamino)-1H-pyrazolo[3,4-b]pyridin-5-yl]methyl}-N′-[(3′-formyl-3-biphenylyl)methyl]propanediamide). Reactants: BrC=1C=C(C=CC1)CNC(CC(=O)NCC=1C(=C2C(=NC1CC)N(N=C2)CC)NC2CCOCC2)=O (N-[(3-bromophenyl)methyl]-N′-{[1,6-diethyl-4-(tetrahydro-2H-pyran-4-ylamino)-1H-pyrazolo[3,4-b]pyridin-5-yl]methyl}propanediamide), C(=O)C=1C=C(C=CC1)B(O)O ((3-formylphenyl)boronic acid), C(=O)([O-])[O-].[K+].[K+] (K2CO3). RXN SMILES: Br[C:2]1[CH:3]=[C:4]([CH2:8][NH:9][C:10](=[O:36])[CH2:11][C:12]([NH:14][CH2:15][C:16]2[C:17]([NH:29][CH:30]3[CH2:35][CH2:34][O:33][CH2:32][CH2:31]3)=[C:18]3[CH:26]=[N:25][N:24]([CH2:27][CH3:28])[C:19]3=[N:20][C:21]=2[CH2:22][CH3:23])=[O:13])[CH:5]=[CH:6][CH:7]=1.[CH:37]([C:39]1[CH:40]=[C:41](B(O)O)[CH:42]=[CH:43][CH:44]=1)=[O:38].C([O-])([O-])=O.[K+].[K+]>O1CCOCC1.O.C1C=CC(P(C2C=CC=CC=2)[C-]2C=CC=C2)=CC=1.C1C=CC(P(C2C=CC=CC=2)[C-]2C=CC=C2)=CC=1.Cl[Pd]Cl.[Fe+2]>[CH2:27]([N:24]1[C:19]2=[N:20][C:21]([CH2:22][CH3:23])=[C:16]([CH2:15][NH:14][C:12](=[O:13])[CH2:11][C:10]([NH:9][CH2:8][C:4]3[CH:3]=[C:2]([C:43]4[CH:42]=[CH:41][CH:40]=[C:39]([CH:37]=[O:38])[CH:44]=4)[CH:7]=[CH:6][CH:5]=3)=[O:36])[C:17]([NH:29][CH:30]3[CH2:35][CH2:34][O:33][CH2:32][CH2:31]3)=[C:18]2[CH:26]=[N:25]1)[CH3:28] |f:2.3.4,7.8.9.10|. Run in O1CCOCC1 (1,4-dioxane), O (water). The yield is 70.7%. The reagents and catalysts are C1=CC=C(C=C1)P([C-]2C=CC=C2)C3=CC=CC=C3.C1=CC=C(C=C1)P([C-]2C=CC=C2)C3=CC=CC=C3.Cl[Pd]Cl.[Fe+2] (PdCl2(dppf)). Starting materials: CC(C)(C)OC(=O)Nc1ccccc1Cc1ccc(N2CC(=O)N(CC[Si](C)(C)C)S2(=O)=O)c(OCc2ccccc2)c1, ClCCl, O=C(O)C(F)(F)F. Yields the product O=C(O)C(F)(F)F, C[Si](C)(C)CCN1C(=O)CN(c2ccc(Cc3ccccc3N)cc2OCc2ccccc2)S1(=O)=O. Reaction SMILES: [C:1]([O:2][C:3](=[O:4])[NH:7][c:8]1[c:9]([CH2:14][c:15]2[cH:16][c:17]([O:35][CH2:36][c:37]3[cH:38][cH:39][cH:40][cH:41][cH:42]3)[c:18]([N:21]3[S:22](=[O:33])(=[O:34])[N:23]([CH2:27][CH2:28][Si:29]([CH3:30])([CH3:31])[CH3:32])[C:24](=[O:26])[CH2:25]3)[cH:19][cH:20]2)[cH:10][cH:11][cH:12][cH:13]1)([CH3:5])([CH3:6])[CH3:43].[CH2:51]([Cl:52])[Cl:53].[F:44][C:45]([C:46](=[O:47])[OH:48])([F:49])[F:50]>>[F:44][C:45]([C:46](=[O:47])[OH:48])([F:49])[F:50].[NH2:7][c:8]1[c:9]([CH2:14][c:15]2[cH:16][c:17]([O:35][CH2:36][c:37]3[cH:38][cH:39][cH:40][cH:41][cH:42]3)[c:18]([N:21]3[S:22](=[O:33])(=[O:34])[N:23]([CH2:27][CH2:28][Si:29]([CH3:30])([CH3:31])[CH3:32])[C:24](=[O:26])[CH2:25]3)[cH:19][cH:20]2)[cH:10][cH:11][cH:12][cH:13]1.